Dataset: the Open Reaction Database (ORD), a public repository of structured organic reaction records. Task: describe an organic reaction: reactants, conditions, products, and yield Reactants: FC(C(=O)F)(C(F)(F)F)C(F)(F)F (Perfluoroisobutyryl fluoride), C[Si]([O-])(C)C.[K+] (potassium trimethylsilanolate). Run in CCOCC (ether). Run at time 3 hour. Product: FC(C(=O)[O-])(C(F)(F)F)C(F)(F)F.[K+] (potassium perfluoroisobutyrate). The yield is 60.9%. Reaction SMILES: [F:1][C:2]([C:10]([F:13])([F:12])[F:11])([C:6]([F:9])([F:8])[F:7])[C:3](F)=[O:4].C[Si](C)(C)[O-:16].[K+:19]>CCOCC>[F:1][C:2]([C:10]([F:13])([F:12])[F:11])([C:6]([F:9])([F:8])[F:7])[C:3]([O-:16])=[O:4].[K+:19] |f:1.2,4.5|. Procedure: Perfluoroisobutyryl fluoride (17.76 g, 82 mmol) was distilled into a 3-neck flask (equipped with a cold finger condenser, mechanical stirrer and a nitrogen inlet) containing a slurry of potassium trimethylsilanolate (10.26 g, 80 mmol) in dry ether (500 mL). The mixture was stirred 3 h at room temperature with the condenser maintained at -40°; then it was cooled to -40° and stirred overnight. The solid was filtered under nitrogen, washed with dry ether, and dried under a stream of nitrogen to aff... Reactants: C(C)OC(C(C(=O)OCC)=CNC=1N(N=CC1)CC1=CC=C(C=C1)OC)=O (([2-(4-Methoxybenzyl)-2H-pyrazol-3-ylamino]methylene}malonic acid diethyl ester). Solvent: C1(=CC=CC=C1)OC1=CC=CC=C1 (diphenyl ether). Conditions: temperature 240 celsius, time 5 hour. Product: C(C)OC(=O)C=1C(=C2C(=NC1)N(N=C2)CC2=CC=C(C=C2)OC)O (4-hydroxy-1-(4-methoxybenzyl)-1H-pyrazolo[3,4-b]pyridine-5-carboxylic acid ethyl ester). Isolated yield 65.2%. As a reaction SMILES: [CH2:1]([O:3][C:4](=[O:27])[C:5](=[CH:11][NH:12][C:13]1[N:14]([CH2:18][C:19]2[CH:24]=[CH:23][C:22]([O:25][CH3:26])=[CH:21][CH:20]=2)[N:15]=[CH:16][CH:17]=1)[C:6]([O:8]CC)=O)[CH3:2]>C1(OC2C=CC=CC=2)C=CC=CC=1>[CH2:1]([O:3][C:4]([C:5]1[C:6]([OH:8])=[C:17]2[CH:16]=[N:15][N:14]([CH2:18][C:19]3[CH:24]=[CH:23][C:22]([O:25][CH3:26])=[CH:21][CH:20]=3)[C:13]2=[N:12][CH:11]=1)=[O:27])[CH3:2]. Procedure: 2-{([2-(4-Methoxybenzyl)-2H-pyrazol-3-ylamino]methylene}malonic acid diethyl ester (7.0 g) was dissolved in diphenyl ether (about 21 mL), the resulting mixture was stirred at 240° C. for 5 hours. The reaction solution was purified by silica-gel column chromatography (dichloromethane/methanol=100/0 to 100/1) to give 4-hydroxy-1-(4-methoxybenzyl)-1H-pyrazolo[3,4-b]pyridine-5-carboxylic acid ethyl ester (4.0 g, yield: 65%) as a light-yellow powder. Reactants: ClCC1=NC2=C(N1C1=CC=CC=C1)C=CC=C2 (2-chloromethyl-1-phenyl-1H-benzimidazole), N1C=NC=C1 (imidazole). Solvent: C(C)O (ethanol), O (water). The product is N1(C=NC=C1)CC1=NC2=C(N1C1=CC=CC=C1)C=CC=C2 (2-(imidazol-1-yl)methyl-1-phenyl-1H-benzimidazole). Isolated yield 69.0%. Reaction SMILES: Cl[CH2:2][C:3]1[N:7]([C:8]2[CH:13]=[CH:12][CH:11]=[CH:10][CH:9]=2)[C:6]2[CH:14]=[CH:15][CH:16]=[CH:17][C:5]=2[N:4]=1.[NH:18]1[CH:22]=[CH:21][N:20]=[CH:19]1>C(O)C.O>[N:18]1([CH2:2][C:3]2[N:7]([C:8]3[CH:13]=[CH:12][CH:11]=[CH:10][CH:9]=3)[C:6]3[CH:14]=[CH:15][CH:16]=[CH:17][C:5]=3[N:4]=2)[CH:22]=[CH:21][N:20]=[CH:19]1. Procedure: A solution of 2-chloromethyl-1-phenyl-1H-benzimidazole (3.4 g) and imidazole (4.8 g) in ethanol (25 ml) was stirred at 60° C for 7 hours. The reaction mixture was concentrated under reduced pressure to give an oil, which was diluted with water and extracted three times with dichloromethane. The combined extract was washed twice with water and once with brine, dried over anhydrous magnesium sulfate and evaporated under reduced pressure. The residue was purified by column chromatography on silica ... Run in C(C)OCC (diethyl ether), C1=CC=CC=C1 (benzene), O (water), CN(C=O)C (dimethylformamide), C1=CC=CC=C1 (benzene), C(C)OCC (diethyl ether), CCOCC (ether). The product is C(C)OC(=O)CN(C1(CCC(CC1)=O)C1=CC=CC=C1)C (4-[[(ethoxycarbonyl)methyl]methylamino]-4-phenylcyclohexanone). The yield is 63.0%. Starting materials: C1(=CC=C(C=C1)S(=O)(=O)O)C (p-toluenesulfonic acid), CNC1(CCC(CC1)=O)C1=CC=CC=C1 (4-methylamino-4-phenylcyclohexanone), C([O-])([O-])=O.[K+].[K+] (potassium carbonate), ( 18 ), ethylene ketal, ethylene ketal hydrochloride, BrCC(=O)OCC (ethyl bromoacetate). Reaction SMILES: [CH3:1][NH:2][C:3]1([C:10]2[CH:15]=[CH:14][CH:13]=[CH:12][CH:11]=2)[CH2:8][CH2:7][C:6](=[O:9])[CH2:5][CH2:4]1.Br[CH2:17][C:18]([O:20][CH2:21][CH3:22])=[O:19].C(=O)([O-])[O-].[K+].[K+].C1(C)C=CC(S(O)(=O)=O)=CC=1>C(OCC)C.C1C=CC=CC=1.O.CN(C)C=O>[CH2:21]([O:20][C:18]([CH2:17][N:2]([CH3:1])[C:3]1([C:10]2[CH:15]=[CH:14][CH:13]=[CH:12][CH:11]=2)[CH2:4][CH2:5][C:6](=[O:9])[CH2:7][CH2:8]1)=[O:19])[CH3:22] |f:2.3.4|. Procedure details: A reaction mixture consisting of 8.77 gm. (0.031 mole) of 4-methylamino-4-phenylcyclohexanone, ethylene ketal hydrochloride (prepared as in Example 17, Part G, above), 5.16 gm. (3.42 ml.) ethyl bromoacetate, 4.29 gm. potassium carbonate, and 120 ml. dimethylformamide is heated in an oil bath to 100° C. and then held at that temperature with stirring for eighteen (18) hours. After removing the solvent medium by evaporation under reduced pressure, the residue obtained is dissolved in a mixture of ... The reactants are C1=CN(C=N1)C(=O)N2C=CN=C2 (CDI), NC1=C(C=CC=C1F)CCNC1CCN(CC1)CC1=CC=CC=C1 ([2-(2-amino-3-fluoro-phenyl)-ethyl]-(1-benzyl-piperidin-4-yl)-amine), ice water. Solvent: CN(C)C=O (DMF). Run at temperature 100 celsius, time 1 hour. Product: C(C1=CC=CC=C1)N1CCC(CC1)N1C(NC2=C(CC1)C=CC=C2F)=O (3-(1-benzyl-piperidin-4-yl)-9-fluoro-1,3,4,5-tetrahydro-benzo[d][1,3]diazepin-2-one). Reaction SMILES: C1N=CN([C:6](N2C=NC=C2)=[O:7])C=1.[NH2:13][C:14]1[C:19]([F:20])=[CH:18][CH:17]=[CH:16][C:15]=1[CH2:21][CH2:22][NH:23][CH:24]1[CH2:29][CH2:28][N:27]([CH2:30][C:31]2[CH:36]=[CH:35][CH:34]=[CH:33][CH:32]=2)[CH2:26][CH2:25]1>CN(C=O)C>[CH2:30]([N:27]1[CH2:28][CH2:29][CH:24]([N:23]2[CH2:22][CH2:21][C:15]3[CH:16]=[CH:17][CH:18]=[C:19]([F:20])[C:14]=3[NH:13][C:6]2=[O:7])[CH2:25][CH2:26]1)[C:31]1[CH:32]=[CH:33][CH:34]=[CH:35][CH:36]=1. Procedure details: 11.0 g (65.8 mmol) CDI were added to 13.1 g (40.0 mmol) [2-(2-amino-3-fluoro-phenyl)-ethyl]-(1-benzyl-piperidin-4-yl)-amine in 120 mL DMF. The mixture was heated to 100° C. and stirred for 1 h. After the reaction mixture had cooled to RT it was poured onto 300 mL ice water. The aqueous phase was extracted several times with DCM, the organic phases were combined, dried on magnesium sulphate, filtered and evaporated down i. vac. The residue was purified by flash chromatography. The fractions conta... Product: [N+](=O)([O-])C1=CC=C(C=C1)C(C(=O)O)=O (4-nitrophenylglyoxylic acid). Reported procedure: 3 ml (6 mmol) of a 2N aqueous solution of sodium hydroxide were added to a solution of 651 mg (2.92 mmol) of ethyl 4-nitrophenylglyoxylate in methanol, and the resulting mixture was stirred overnight at room temperature. The reaction mixture was poured into 2N hydrochloric acid and extracted with ethyl acetate. The extract was washed with a saturated aqueous solution of sodium chloride and dried over anhydrous magnesium sulfate. The solvent was distilled off, to give 0.8 g (quantitative yield) o... Run in CO (methanol). The yield is 140.4%. Reaction SMILES: [OH-].[Na+].[N+:3]([C:6]1[CH:11]=[CH:10][C:9]([C:12](=[O:18])[C:13]([O:15]CC)=[O:14])=[CH:8][CH:7]=1)([O-:5])=[O:4].Cl>CO>[N+:3]([C:6]1[CH:7]=[CH:8][C:9]([C:12](=[O:18])[C:13]([OH:15])=[O:14])=[CH:10][CH:11]=1)([O-:5])=[O:4] |f:0.1|. Reaction conditions: time 8 hour. The reactants are crude product, aqueous solution, [OH-].[Na+] (sodium hydroxide), [N+](=O)([O-])C1=CC=C(C=C1)C(C(=O)OCC)=O (ethyl 4-nitrophenylglyoxylate), Cl (hydrochloric acid). Reactants: COc1ccc(CBr)c(F)c1F, O=C1NCCC(F)(F)CC1NS(=O)(=O)c1ccc(Cl)cc1. Yields the product COc1ccc(CN(C2CC(F)(F)CCNC2=O)S(=O)(=O)c2ccc(Cl)cc2)c(F)c1F. Reaction SMILES: [Br:22][CH2:23][c:24]1[c:25]([F:33])[c:26]([F:32])[c:27]([O:30][CH3:31])[cH:28][cH:29]1.[Cl:1][c:2]1[cH:3][cH:4][c:5]([S:8](=[O:9])(=[O:10])[NH:11][CH:12]2[C:13](=[O:21])[NH:14][CH2:15][CH2:16][C:17]([F:19])([F:20])[CH2:18]2)[cH:6][cH:7]1>>[Cl:1][c:2]1[cH:3][cH:4][c:5]([S:8](=[O:9])(=[O:10])[N:11]([CH:12]2[C:13](=[O:21])[NH:14][CH2:15][CH2:16][C:17]([F:19])([F:20])[CH2:18]2)[CH2:23][c:24]2[c:25]([F:33])[c:26]([F:32])[c:27]([O:30][CH3:31])[cH:28][cH:29]2)[cH:6][cH:7]1. Starting materials: COc1cc(C=CC(=O)Cl)cc(OC)c1OC, Nc1ccc(C(=O)O)cc1. Yields the product COc1cc(C=CC(=O)Nc2ccc(C(=O)O)cc2)cc(OC)c1OC. As a reaction SMILES: [CH3:11][O:12][c:13]1[cH:14][c:15]([CH:16]=[CH:17][C:18](=[O:19])[Cl:20])[cH:21][c:22]([O:26][CH3:27])[c:23]1[O:24][CH3:25].[NH2:1][c:2]1[cH:3][cH:4][c:5]([C:6](=[O:7])[OH:8])[cH:9][cH:10]1>>[NH:1]([c:2]1[cH:3][cH:4][c:5]([C:6](=[O:7])[OH:8])[cH:9][cH:10]1)[C:18]([CH:17]=[CH:16][c:15]1[cH:14][c:13]([O:12][CH3:11])[c:23]([O:24][CH3:25])[c:22]([O:26][CH3:27])[cH:21]1)=[O:19]. The reactants are Cc1ccccc1, O=C=NC1CCCCC1, COCCNc1c2ccccc2nn1-c1ccc(Cl)cc1. Product: COCCN(C(=O)NC1CCCCC1)c1c2ccccc2nn1-c1ccc(Cl)cc1. Reaction SMILES: [CH3:31][c:32]1[cH:33][cH:34][cH:35][cH:36][cH:37]1.[CH:22]1([N:28]=[C:29]=[O:30])[CH2:23][CH2:24][CH2:25][CH2:26][CH2:27]1.[Cl:1][c:2]1[cH:3][cH:4][c:5](-[n:8]2[n:9][c:10]3[cH:11][cH:12][cH:13][cH:14][c:15]3[c:16]2[NH:17][CH2:18][CH2:19][O:20][CH3:21])[cH:6][cH:7]1>>[Cl:1][c:2]1[cH:3][cH:4][c:5](-[n:8]2[n:9][c:10]3[cH:11][cH:12][cH:13][cH:14][c:15]3[c:16]2[N:17]([CH2:18][CH2:19][O:20][CH3:21])[C:29]([NH:28][CH:22]2[CH2:23][CH2:24][CH2:25][CH2:26][CH2:27]2)=[O:30])[cH:6][cH:7]1.